From a dataset of the Open Reaction Database (ORD), a public repository of structured organic reaction records. describe an organic reaction: reactants, conditions, products, and yield Reactants: CON=C(C(=O)NC1[C@@H]2N(C(=C(CS2)CSC2=NN=NN2CC=C)C(=O)O)C1=O)C=1N=C(SC1)NC=O (7-[2-methoxyimino-2-(2-formamidothiazol-4-yl)acetamido]-3-(1-allyl-1H-tetrazol-5-yl)thiomethyl-3-cephem-4-carboxylic acid), Cl (hydrochloric acid). The solvent is CO (methanol). Yields the product CON=C(C(=O)NC1[C@@H]2N(C(=C(CS2)CSC2=NN=NN2CC=C)C(=O)O)C1=O)C=1N=C(SC1)N (7-[2-methoxyimino-2-(2-aminothiazol-4-yl)acetamido]-3-(1-allyl-1H-tetrazol-5-yl)thiomethyl-3-cephem-4-carboxylic acid). Isolated yield 76.9%. RXN SMILES: [CH3:1][O:2][N:3]=[C:4]([C:30]1[N:31]=[C:32]([NH:35]C=O)[S:33][CH:34]=1)[C:5]([NH:7][CH:8]1[C:28](=[O:29])[N:10]2[C:11]([C:25]([OH:27])=[O:26])=[C:12]([CH2:15][S:16][C:17]3[N:21]([CH2:22][CH:23]=[CH2:24])[N:20]=[N:19][N:18]=3)[CH2:13][S:14][C@H:9]12)=[O:6].Cl>CO>[CH3:1][O:2][N:3]=[C:4]([C:30]1[N:31]=[C:32]([NH2:35])[S:33][CH:34]=1)[C:5]([NH:7][CH:8]1[C:28](=[O:29])[N:10]2[C:11]([C:25]([OH:27])=[O:26])=[C:12]([CH2:15][S:16][C:17]3[N:21]([CH2:22][CH:23]=[CH2:24])[N:20]=[N:19][N:18]=3)[CH2:13][S:14][C@H:9]12)=[O:6]. Procedure: A mixture of 7-[2-methoxyimino-2-(2-formamidothiazol-4-yl)acetamido]-3-(1-allyl-1H-tetrazol-5-yl)thiomethyl-3-cephem-4-carboxylic acid (syn isomer) (2.60 g), conc.hydrochloric acid (0.70 g) and methanol (36 ml) was stirred for 2 hours at ambient temperature. The solvent was distilled off under reduced pressure and the residue was dissolved in a saturated aqueous solution of sodium bicarbonate. The volume of the solution was increased to 50 ml. by adding water. The aqueous solution was washed wit...